From a dataset of the Open Reaction Database (ORD), a public repository of structured organic reaction records. describe an organic reaction: reactants, conditions, products, and yield Starting materials: C1(CC1)CN(CCC1=CC=C(C=C1)O)C1=C(C=CC(=C1)OC)C1CC2=CC=C(C=C2CC1)OC (4-{2-{cyclopropylmethyl[5-methoxy-2-(6-methoxy-1,2,3,4-tetrahydronaphthalen-2-yl)phenyl]amino}ethyl}phenol), Cl.ClCCN1CCCC1 (1-(2-chloroethyl)pyrrolidine hydrochloride), C1(CC1)CN(CCC1=CC=C(C=C1)OCCN1CCCC1)C1=C(C=CC(=C1)OC)C1CC2=CC=C(C=C2CC1)OC (cyclopropylmethyl[5-methoxy-2-(6-methoxy-1,2,3,4-tetrahydronaphthalen-2-yl)phenyl]{2-[4-(2-pyrrolidin-1-ylethoxy)phenyl]ethyl}amine). Yields the product C1(CC1)CN(C1=C(C=CC(=C1)O)C1CC=2C=CC(=CC2CC1)O)CCC1=CC=C(C=C1)OCCN1CCCC1 (6-{2-{Cyclopropylmethyl{2-[4-(2-pyrrolidin-1-ylethoxy)phenyl]ethyl}amino}-4-hydroxyphenyl}-5,6,7,8-tetrahydronaphthalen-2-ol). Isolated yield 89.4%. Reaction SMILES: C1(CN(C2C=C(OC)C=CC=2C2CCC3C(=CC=C(OC)C=3)C2)CCC2C=CC(O)=CC=2)CC1.Cl.ClCCN1CCCC1.[CH:44]1([CH2:47][N:48]([C:65]2[CH:70]=[C:69]([O:71]C)[CH:68]=[CH:67][C:66]=2[CH:73]2[CH2:82][CH2:81][C:80]3[C:75](=[CH:76][CH:77]=[C:78]([O:83]C)[CH:79]=3)[CH2:74]2)[CH2:49][CH2:50][C:51]2[CH:56]=[CH:55][C:54]([O:57][CH2:58][CH2:59][N:60]3[CH2:64][CH2:63][CH2:62][CH2:61]3)=[CH:53][CH:52]=2)[CH2:46][CH2:45]1>>[CH:44]1([CH2:47][N:48]([CH2:49][CH2:50][C:51]2[CH:56]=[CH:55][C:54]([O:57][CH2:58][CH2:59][N:60]3[CH2:64][CH2:63][CH2:62][CH2:61]3)=[CH:53][CH:52]=2)[C:65]2[CH:70]=[C:69]([OH:71])[CH:68]=[CH:67][C:66]=2[CH:73]2[CH2:82][CH2:81][C:80]3[CH:79]=[C:78]([OH:83])[CH:77]=[CH:76][C:75]=3[CH2:74]2)[CH2:45][CH2:46]1 |f:1.2|. Reported procedure: Synthesized from 4-{2-{cyclopropylmethyl[5-methoxy-2-(6-methoxy-1,2,3,4-tetrahydronaphthalen-2-yl)phenyl]amino}ethyl}phenol and 1-(2-chloroethyl)pyrrolidine hydrochloride according to an analogous synthetic method to Preparation Example 40, cyclopropylmethyl[5-methoxy-2-(6-methoxy-1,2,3,4-tetrahydronaphthalen-2-yl)phenyl]{2-[4-(2-pyrrolidin-1-ylethoxy)phenyl]ethyl}amine (284 mg) was used according to an analogous synthetic method to Example 111 to provide the title compound (241 mg). The reactants are COC(C1=CC=C(C=C1)I)=O (methyl-4-iodobenzoate), COC1=C(C=C(C=C1)Br)OCCCCC1=CC=CC=C1 (1-methoxy-2-(4-phenyl-1-butoxy)-4-bromobenzene), [Li]CCCC (n-BuLi), ester. The reagents and catalysts are [Cl-].[Cl-].[Zn+2] (ZnCl2), C1=CC=C(C=C1)P(C2=CC=CC=C2)C3=CC=CC=C3.C1=CC=C(C=C1)P(C2=CC=CC=C2)C3=CC=CC=C3.C1=CC=C(C=C1)P(C2=CC=CC=C2)C3=CC=CC=C3.C1=CC=C(C=C1)P(C2=CC=CC=C2)C3=CC=CC=C3.[Pd] (Tetrakis(triphenylphosphine)palladium(O)). Run in CCOCC (ether), C1CCOC1 (THF). Conditions: time 2.5 hour. Product: COC1=C(C=C(C=C1)C1=CC=C(C(=O)O)C=C1)OCCCCC1=CC=CC=C1 (4-[4-Methoxy-3-(4-phenylbutyloxy)phenyl]benzoic Acid). Reaction SMILES: [CH3:1][O:2][C:3]1[CH:8]=[CH:7][C:6](Br)=[CH:5][C:4]=1[O:10][CH2:11][CH2:12][CH2:13][CH2:14][C:15]1[CH:20]=[CH:19][CH:18]=[CH:17][CH:16]=1.[Li]CCCC.C[O:27][C:28](=[O:36])[C:29]1[CH:34]=[CH:33][C:32](I)=[CH:31][CH:30]=1>C1COCC1.CCOCC.[Cl-].[Cl-].[Zn+2].C1C=CC(P(C2C=CC=CC=2)C2C=CC=CC=2)=CC=1.C1C=CC(P(C2C=CC=CC=2)C2C=CC=CC=2)=CC=1.C1C=CC(P(C2C=CC=CC=2)C2C=CC=CC=2)=CC=1.C1C=CC(P(C2C=CC=CC=2)C2C=CC=CC=2)=CC=1.[Pd]>[CH3:1][O:2][C:3]1[CH:8]=[CH:7][C:6]([C:32]2[CH:33]=[CH:34][C:29]([C:28]([OH:36])=[O:27])=[CH:30][CH:31]=2)=[CH:5][C:4]=1[O:10][CH2:11][CH2:12][CH2:13][CH2:14][C:15]1[CH:20]=[CH:19][CH:18]=[CH:17][CH:16]=1 |f:5.6.7,8.9.10.11.12|. Procedure: To a solution of (2.9 g, 8.65 mmol, 1.0 eq) 1-methoxy-2-(4-phenyl-1-butoxy)-4-bromobenzene in 30 ml of dry THF at -78° C. was added (3.81 ml, 9.52 mmol, 1.1 eq) 2.5M n-BuLi. After stirring 15 minutes at -78° C. (10.4 ml, 10.4 mmol, 1.2 eq) 1.0M ZnCl2 in ether was added and the mixture allowed to warm to room temperature over 35 minutes. Tetrakis(triphenylphosphine)palladium(O) (500 mg, 0.43 mmol, 0.05 eq) and (2.27 g, 8.65 mmol, 1.0 eq) methyl-4-iodobenzoate were added to the reaction and the mi... The reactants are C(C)(=O)N1CC(C2=CC(=C(C=C12)N)N)(C)C (1-acetyl-5,6-diamino-3,3-dimethylindoline), CO (methanol), C(C1=CC=CC=C1)=O (benzaldehyde). Reagents/catalysts: [O-2].[O-2].[Mn+4] (manganese dioxide). The solvent is C(C)(=O)O (acetic acid). The product is C(C)(=O)N1CC(C=2C1=CC1=C(N=C(N1)C1=CC=CC=C1)C2)(C)C (5-Acetyl-7,7-dimethyl-2-phenyl-6,7-dihydro-3H,5H-pyrrolo[2,3-f]benzimidazol). RXN SMILES: [C:1]([N:4]1[C:12]2[C:7](=[CH:8][C:9]([NH2:14])=[C:10]([NH2:13])[CH:11]=2)[C:6]([CH3:16])([CH3:15])[CH2:5]1)(=[O:3])[CH3:2].CO.[CH:19](=O)[C:20]1[CH:25]=[CH:24][CH:23]=[CH:22][CH:21]=1>[O-2].[O-2].[Mn+4].C(O)(=O)C>[C:1]([N:4]1[C:12]2=[CH:11][C:10]3[NH:13][C:19]([C:20]4[CH:25]=[CH:24][CH:23]=[CH:22][CH:21]=4)=[N:14][C:9]=3[CH:8]=[C:7]2[C:6]([CH3:16])([CH3:15])[CH2:5]1)(=[O:3])[CH3:2] |f:3.4.5|. Procedure details: A mixture of 2.2 g. (10 mmole) 1-acetyl-5,6-diamino-3,3-dimethylindoline, 200 ml. methanol, 5.2 ml. acetic acid, 1.0 ml. benzaldehyde and 50 mg. manganese dioxide is stirred for 3 hours at ambient temperature while passing in air. The reaction mixture is then filtered, the filtrate evaporated and the residue chromatographed on silica gel. After evaporation of the appropriate fractions and trituration with diethyl ether, there is obtained 0.8 g. (26% of theory) of the title compound; m.p. 225°-22... Product: O=C1C2=CC=CC=C2C=2C(=CC(=C(C12)C#N)N1CCCCC1)C1=CC=CC=C1 (9-Oxo-4-phenyl-2-piperidin-1-yl-9H-fluorene-1-carbonitrile). Procedure: A solution of 4-phenyl-2(piperidin-1-yl)-9H-fluorene-1-carbonitrile (350 mg) in THF was added sodium hydride (27 mg) and was stirred at 0-5° C. for less than five minutes. After completion, the reaction solvent was evaporated under vacuum and the crude solid obtained was quenched with ice water and subsequently neutralized by dilute HCl. The precipitate thus obtained was filtered and purified on a silica gel column using ethyl acetate-hexane as eluent. Light red solid; mp 220-222° C.; ESIMS 365 ... Reactants: C1(=CC=CC=C1)C1=CC(=C(C=2CC3=CC=CC=C3C12)C#N)N1CCCCC1 (4-phenyl-2(piperidin-1-yl)-9H-fluorene-1-carbonitrile), [H-].[Na+] (sodium hydride), C1CCOC1 (THF). As a reaction SMILES: [C:1]1([C:7]2[C:19]3[C:18]4[C:13](=[CH:14][CH:15]=[CH:16][CH:17]=4)[CH2:12][C:11]=3[C:10]([C:20]#[N:21])=[C:9]([N:22]3[CH2:27][CH2:26][CH2:25][CH2:24][CH2:23]3)[CH:8]=2)[CH:6]=[CH:5][CH:4]=[CH:3][CH:2]=1.[H-].[Na+].C1C[O:33]CC1>>[O:33]=[C:12]1[C:11]2[C:10]([C:20]#[N:21])=[C:9]([N:22]3[CH2:23][CH2:24][CH2:25][CH2:26][CH2:27]3)[CH:8]=[C:7]([C:1]3[CH:6]=[CH:5][CH:4]=[CH:3][CH:2]=3)[C:19]=2[C:18]2[C:13]1=[CH:14][CH:15]=[CH:16][CH:17]=2 |f:1.2|. Reaction conditions: temperature 2.5 celsius. Reactants: [Br-], BrCCOC1CCCCO1, CC1(CO)CCCN(Cc2ccccc2)C1, CCCC[N+](CCCC)(CCCC)CCCC, [Na+], [OH-], O. The product is CC1(COCCOC2CCCCO2)CCCN(Cc2ccccc2)C1. As a reaction SMILES: [Br-:28].[Br:17][CH2:18][CH2:19][O:20][CH:21]1[O:22][CH2:23][CH2:24][CH2:25][CH2:26]1.[CH2:1]([c:2]1[cH:3][cH:4][cH:5][cH:6][cH:7]1)[N:8]1[CH2:9][C:10]([CH3:14])([CH2:15][OH:16])[CH2:11][CH2:12][CH2:13]1.[CH3:29][CH2:30][CH2:31][CH2:32][N+:33]([CH2:34][CH2:35][CH2:36][CH3:37])([CH2:38][CH2:39][CH2:40][CH3:41])[CH2:42][CH2:43][CH2:44][CH3:45].[Na+:47].[OH-:46].[OH2:27]>>[CH2:1]([c:2]1[cH:3][cH:4][cH:5][cH:6][cH:7]1)[N:8]1[CH2:9][C:10]([CH3:14])([CH2:15][O:16][CH2:18][CH2:19][O:20][CH:21]2[O:22][CH2:23][CH2:24][CH2:25][CH2:26]2)[CH2:11][CH2:12][CH2:13]1. As a reaction SMILES: [CH3:16][C:17](=[O:18])[OH:19].[CH3:1][S:2][c:3]1[c:4]([C:5](=[O:6])[O:7][CH3:8])[cH:9][c:10]([N+:13]([O-:14])=[O:15])[cH:11][cH:12]1.[Fe:20].[OH2:21]>>[CH3:1][S:2][c:3]1[c:4]([C:5](=[O:6])[O:7][CH3:8])[cH:9][c:10]([NH2:13])[cH:11][cH:12]1. Starting materials: CC(=O)O, COC(=O)c1cc([N+](=O)[O-])ccc1SC, [Fe], O. Yields the product COC(=O)c1cc(N)ccc1SC. The product is NC1=NC=NN2C1=C(C=C2[C@H]2[C@](O)([C@H](O)[C@H](O2)CO)C)C#C (4-Amino-5-ethynyl-7-(2-C-methyl-β-D-ribofuranosyl)-pyrrolo[2,1-f][1,2,4]triazine). Reactants: NC1=NC=NN2C1=C(C=C2[C@H]2[C@](O)([C@H](O)[C@H](O2)CO)C)C#C[Si](C)(C)C (4-amino-5-trimethylsilanylethynyl-7-(2-C-methyl-β-D-ribofuranosyl)-pyrrolo[2,1-f][1,2,4]triazine), C([O-])([O-])=O (carbonate). Isolated yield 27.9%. As a reaction SMILES: [NH2:1][C:2]1[C:7]2=[C:8]([C:21]#[C:22][Si](C)(C)C)[CH:9]=[C:10]([C@@H:11]3[O:17][C@H:16]([CH2:18][OH:19])[C@@H:14]([OH:15])[C@@:12]3([CH3:20])[OH:13])[N:6]2[N:5]=[CH:4][N:3]=1.C(=O)([O-])[O-]>CO>[NH2:1][C:2]1[C:7]2=[C:8]([C:21]#[CH:22])[CH:9]=[C:10]([C@@H:11]3[O:17][C@H:16]([CH2:18][OH:19])[C@@H:14]([OH:15])[C@@:12]3([CH3:20])[OH:13])[N:6]2[N:5]=[CH:4][N:3]=1. Reported procedure: a solution of Compound 16 (2.0 mg, 5.3 μmol) in methanol (0.20 mL) was stirred with MP-carbonate (2.9 mmol/g, 18 mg, 53 μpmol) for 30 min. The solution was decanted from the resin and concentrated in vacuo, affording rendering Compound 17 (0.45 mg, 28%) as a white solid: ESI-MS m/z 305.2 ([M+H]+); 1H NMR (d6-DMSO) δ 7.92 (s, 1H), 6.97 (s, 1H), 5.35 (s, 1H), 4.91-4.73 (m, 3H), 4.38 (s, 1H), 3.76-3.57 (m, 4H), 0.80 (s, 3H). The solvent is CO (methanol).